From a dataset of the Open Reaction Database (ORD), a public repository of structured organic reaction records. describe an organic reaction: reactants, conditions, products, and yield Starting materials: N#Cc1cc(Br)ccc1I, Cc1ccccc1, [Na+], [Na+], O=C([O-])[O-], c1ccc(P(c2ccccc2)(c2ccccc2)[Pd](P(c2ccccc2)(c2ccccc2)c2ccccc2)(P(c2ccccc2)(c2ccccc2)c2ccccc2)P(c2ccccc2)(c2ccccc2)c2ccccc2)cc1, OB(O)Oc1cccnc1. The product is N#Cc1cc(Br)ccc1-c1cccnc1. RXN SMILES: [Br:1][c:2]1[cH:3][cH:4][c:5]([I:10])[c:6]([C:7]#[N:8])[cH:9]1.[CH3:27][c:28]1[cH:29][cH:30][cH:31][cH:32][cH:33]1.[Na+:21].[Na+:22].[O-:23][C:24](=[O:25])[O-:26].[cH:34]1[cH:35][cH:36][c:37]([P:38]([Pd:39]([P:40]([c:41]2[cH:42][cH:43][cH:44][cH:45][cH:46]2)([c:47]2[cH:48][cH:49][cH:50][cH:51][cH:52]2)[c:53]2[cH:54][cH:55][cH:56][cH:57][cH:58]2)([P:59]([c:60]2[cH:61][cH:62][cH:63][cH:64][cH:65]2)([c:66]2[cH:67][cH:68][cH:69][cH:70][cH:71]2)[c:72]2[cH:73][cH:74][cH:75][cH:76][cH:77]2)[P:78]([c:79]2[cH:80][cH:81][cH:82][cH:83][cH:84]2)([c:85]2[cH:86][cH:87][cH:88][cH:89][cH:90]2)[c:91]2[cH:92][cH:93][cH:94][cH:95][cH:96]2)([c:97]2[cH:98][cH:99][cH:100][cH:101][cH:102]2)[c:103]2[cH:104][cH:105][cH:106][cH:107][cH:108]2)[cH:109][cH:110]1.[n:11]1[cH:12][c:13]([O:17][B:18]([OH:19])[OH:20])[cH:14][cH:15][cH:16]1>>[Br:1][c:2]1[cH:3][cH:4][c:5](-[c:13]2[cH:12][n:11][cH:16][cH:15][cH:14]2)[c:6]([C:7]#[N:8])[cH:9]1.